This data is from the Open Reaction Database (ORD), a public repository of structured organic reaction records. The task is: describe an organic reaction: reactants, conditions, products, and yield Reactants: O (water), FC1=CC=CC(=N1)C1C(N(C(O1)=O)C(=O)OC(C)(C)C)CC1=CC(=CC=C1)OC(C(F)F)(F)F (1,1-dimethylethyl(4RS,5RS)-5-(6-fluoropyridin-2-yl)-2-oxo-4-((3-(1,1,2,2-tetrafluoroethoxy)phenyl)methyl)-1,3-oxazolidine-3-carboxylate), [OH-].[Na+] (sodium hydroxide). Run in CO (methanol), CO (methanol). Conditions: time 10 minute. Product: FC1=CC=CC(=N1)C(C(CC1=CC(=CC=C1)OC(C(F)F)(F)F)NC(OC(C)(C)C)=O)O (1,1-dimethylethyl(1RS,2RS)-2-(6-fluoropyridin-2-yl)-2-hydroxy-1-((3-(1,1,2,2-tetrafluoroethoxy)phenyl)methyl)ethylcarbamate). Isolated yield 84.6%. RXN SMILES: [F:1][C:2]1[N:7]=[C:6]([CH:8]2[O:12]C(=O)[N:10]([C:14]([O:16][C:17]([CH3:20])([CH3:19])[CH3:18])=[O:15])[CH:9]2[CH2:21][C:22]2[CH:27]=[CH:26][CH:25]=[C:24]([O:28][C:29]([F:34])([F:33])[CH:30]([F:32])[F:31])[CH:23]=2)[CH:5]=[CH:4][CH:3]=1.[OH-].[Na+].O>CO>[F:1][C:2]1[N:7]=[C:6]([CH:8]([OH:12])[CH:9]([NH:10][C:14](=[O:15])[O:16][C:17]([CH3:18])([CH3:19])[CH3:20])[CH2:21][C:22]2[CH:27]=[CH:26][CH:25]=[C:24]([O:28][C:29]([F:33])([F:34])[CH:30]([F:31])[F:32])[CH:23]=2)[CH:5]=[CH:4][CH:3]=1 |f:1.2|. Procedure: To a solution of 1,1-dimethylethyl(4RS,5RS)-5-(6-fluoropyridin-2-yl)-2-oxo-4-((3-(1,1,2,2-tetrafluoroethoxy)phenyl)methyl)-1,3-oxazolidine-3-carboxylate (2.40 g, 4.91 mmol) in methanol (12 ml) was added a solution (11.8 ml, 5.90 mmol) of 0.5N sodium hydroxide in methanol, and the mixture was stirred at room temperature for 10 min. To the reaction solution was added water (50 ml) and the mixture was extracted with ethyl acetate (50 ml×2). The extract was washed with saturated brine, dried over an... Reactants: FC(C1(C(F)(F)O1)F)(F)F (Hexafluoropropylene oxide), C[O-].[Na+] (sodium methoxide), CO (methanol), CO (methanol). Product: COC(F)(C(F)(F)F)C(=O)OC (CH3OCF(CF3)COOMe). Reaction SMILES: [F:1][C:2]([F:10])([F:9])[C:3]1([F:8])[O:7][C:4]1(F)F.[CH3:11][O-:12].[Na+].[CH3:14][OH:15]>>[CH3:4][O:7][C:3]([C:11]([O:15][CH3:14])=[O:12])([C:2]([F:10])([F:9])[F:1])[F:8] |f:1.2|. Procedure details: Hexafluoropropylene oxide (HFPO, 300 g) was added to 50 g of 25% sodium methoxide in methanol plus 450 g methanol at room temperature in a modification of the procedure of (J. Org. Chem. 31, 2312 (1960) to give CH3OCF(CF3)COOMe bp 110-118° C. This was direct fluorinated according to U.S. Pat. No. 5,488,142 and the product was methanolysed to give the same ester as in Example 11. One could then convert this to the perfluorovinyl ether as described above. RXN SMILES: [CH3:10][S:11]([O:12][CH2:15][CH2:16][CH2:17][CH2:18][CH2:19][O:20][CH2:21][c:22]1[cH:23][cH:24][cH:25][cH:26][cH:27]1)(=[O:13])=[O:14].[OH:1][c:2]1[cH:3][c:4]([CH:5]=[O:6])[cH:7][cH:8][cH:9]1>>[O:1]([c:2]1[cH:3][c:4]([CH:5]=[O:6])[cH:7][cH:8][cH:9]1)[CH2:15][CH2:16][CH2:17][CH2:18][CH2:19][O:20][CH2:21][c:22]1[cH:23][cH:24][cH:25][cH:26][cH:27]1. Product: O=Cc1cccc(OCCCCCOCc2ccccc2)c1. Reactants: CS(=O)(=O)OCCCCCOCc1ccccc1, O=Cc1cccc(O)c1. The reactants are O=C([O-])O, CCOC(=O)Cc1cc(C)cn1C, O=C(Cl)c1ccccc1[N+](=O)[O-], [Na+], Cc1ccccc1C. The product is CCOC(=O)Cc1cc(C)c(C(=O)c2ccccc2[N+](=O)[O-])n1C. RXN SMILES: [C:26](=[O:27])([OH:28])[O-:29].[CH3:1][n:2]1[c:3]([CH2:8][C:9](=[O:10])[O:11][CH2:12][CH3:13])[cH:4][c:5]([CH3:7])[cH:6]1.[N+:14](=[O:15])([O-:16])[c:17]1[c:18]([C:19](=[O:20])[Cl:21])[cH:22][cH:23][cH:24][cH:25]1.[Na+:30].[c:31]1([CH3:32])[c:33]([CH3:34])[cH:35][cH:36][cH:37][cH:38]1>>[CH3:1][n:2]1[c:3]([CH2:8][C:9](=[O:10])[O:11][CH2:12][CH3:13])[cH:4][c:5]([CH3:7])[c:6]1[C:19]([c:18]1[c:17]([N+:14](=[O:15])[O-:16])[cH:25][cH:24][cH:23][cH:22]1)=[O:20]. Starting materials: O=C([O-])[O-], CC(=O)[O-], CC(=O)[O-], Cc1nc(N)cc(N2CCN(C)CC2)n1, Clc1nccc(Nc2c(Cl)ccc3c2OCO3)n1, [Cs+], [Cs+], C1COCCO1, [Pd+2]. The product is Cc1nc(Nc2nccc(Nc3c(Cl)ccc4c3OCO4)n2)cc(N2CCN(C)CC2)n1. Reaction SMILES: [C:16](=[O:17])([O-:18])[O-:19].[C:46]([O-:47])(=[O:48])[CH3:49].[C:51]([O-:52])(=[O:53])[CH3:54].[CH3:1][c:2]1[n:3][c:4]([N:9]2[CH2:10][CH2:11][N:12]([CH3:15])[CH2:13][CH2:14]2)[cH:5][c:6]([NH2:8])[n:7]1.[Cl:22][c:23]1[n:24][cH:25][cH:26][c:27]([NH:29][c:30]2[c:31]([Cl:39])[cH:32][cH:33][c:34]3[c:38]2[O:37][CH2:36][O:35]3)[n:28]1.[Cs+:20].[Cs+:21].[O:40]1[CH2:41][CH2:42][O:43][CH2:44][CH2:45]1.[Pd+2:50]>>[CH3:1][c:2]1[n:3][c:4]([N:9]2[CH2:10][CH2:11][N:12]([CH3:15])[CH2:13][CH2:14]2)[cH:5][c:6]([NH:8][c:23]2[n:24][cH:25][cH:26][c:27]([NH:29][c:30]3[c:31]([Cl:39])[cH:32][cH:33][c:34]4[c:38]3[O:37][CH2:36][O:35]4)[n:28]2)[n:7]1.